The task is: describe an organic reaction: reactants, conditions, products, and yield. This data is from the Open Reaction Database (ORD), a public repository of structured organic reaction records. The reactants are Cc1ccccc1, COc1cc(NS(=O)(=O)c2ccc(Cl)cc2)c(C(=O)Cl)cc1OC, Nc1ccc(S(=O)(=O)F)cc1. Product: COc1cc(NS(=O)(=O)c2ccc(Cl)cc2)c(C(=O)Nc2ccc(S(=O)(=O)F)cc2)cc1OC. Reaction SMILES: [CH3:36][c:37]1[cH:38][cH:39][cH:40][cH:41][cH:42]1.[Cl:1][c:2]1[cH:3][cH:4][c:5]([S:8](=[O:9])(=[O:10])[NH:11][c:12]2[c:13]([C:14](=[O:15])[Cl:16])[cH:17][c:18]([O:23][CH3:24])[c:19]([O:21][CH3:22])[cH:20]2)[cH:6][cH:7]1.[NH2:25][c:26]1[cH:27][cH:28][c:29]([S:32](=[O:33])(=[O:34])[F:35])[cH:30][cH:31]1>>[Cl:1][c:2]1[cH:3][cH:4][c:5]([S:8](=[O:9])(=[O:10])[NH:11][c:12]2[c:13]([C:14](=[O:15])[NH:25][c:26]3[cH:27][cH:28][c:29]([S:32](=[O:33])(=[O:34])[F:35])[cH:30][cH:31]3)[cH:17][c:18]([O:23][CH3:24])[c:19]([O:21][CH3:22])[cH:20]2)[cH:6][cH:7]1. Reactants: CCCCCCCCCCCCCCCCN=C=O, CNCCO, CNC(C)=O, C[N+](C)(C)CCOP(=O)(O)O. Yields the product CCCCCCCCCCCCCCCCNC(=O)N(C)CCO, C[N+](C)(C)CCOP(=O)(O)O. RXN SMILES: [CH2:17]([CH2:18][CH2:19][CH2:20][CH2:21][CH2:22][CH2:23][CH2:24][CH2:25][CH2:26][CH2:27][CH2:28][CH2:29][CH2:30][CH2:31][CH3:32])[N:33]=[C:34]=[O:35].[CH3:12][NH:13][CH2:14][CH2:15][OH:16].[CH3:36][NH:37][C:38](=[O:39])[CH3:40].[P:1](=[O:2])([OH:3])([OH:4])[O:5][CH2:6][CH2:7][N+:8]([CH3:9])([CH3:10])[CH3:11]>>[CH3:12][N:13]([CH2:14][CH2:15][OH:16])[C:34]([NH:33][CH2:17][CH2:18][CH2:19][CH2:20][CH2:21][CH2:22][CH2:23][CH2:24][CH2:25][CH2:26][CH2:27][CH2:28][CH2:29][CH2:30][CH2:31][CH3:32])=[O:35].[P:1](=[O:2])([OH:3])([OH:4])[O:5][CH2:6][CH2:7][N+:8]([CH3:9])([CH3:10])[CH3:11]. Starting materials: NC1=NNC(=C1C#N)SCC1=CC=CC=C1 (3-amino-5-benzylthio-4-cyanopyrazole), CC(CC(C)=O)=O (2,4-pentanedione). Solvent: CC(=O)O (HOAc). Reaction conditions: time 3 hour. The product is C(C1=CC=CC=C1)SC1=NN2C(N=C(C=C2C)C)=C1C#N (2-benzylthio-3-cyano-5,7-dimethylpyrazolo[1,5-a]pyrimidine). The yield is 95.7%. As a reaction SMILES: [NH2:1][C:2]1[C:6]([C:7]#[N:8])=[C:5]([S:9][CH2:10][C:11]2[CH:16]=[CH:15][CH:14]=[CH:13][CH:12]=2)[NH:4][N:3]=1.[CH3:17][C:18](=O)[CH2:19][C:20](=O)[CH3:21]>CC(O)=O>[CH2:10]([S:9][C:5]1[C:6]([C:7]#[N:8])=[C:2]2[N:1]=[C:18]([CH3:17])[CH:19]=[C:20]([CH3:21])[N:3]2[N:4]=1)[C:11]1[CH:16]=[CH:15][CH:14]=[CH:13][CH:12]=1. Reported procedure: A slurry of 0.5 g (2.2 mmole) of 3-amino-5-benzylthio-4-cyanopyrazole in 15 ml glacial HOAc was stirred at room temperature as 0.44 g (4.4 mmole) of 2,4-pentanedione was added. The mixture was stirred at room temperature for 3 hours. The white solid was collected by filtration, washed with HOAc, and dried to give 0.62 g (95.4 percent) of product as a white powder, m.p. 140° C. The analytical sample was recrystallized from 2-propanol. 1H NMR (DMSO-d-6): 7.5 (m, 2H, benzene), 7.3 (m, 3H, benzene),... Starting materials: C(C)(C)(C)OC(=O)N[C@H](C(=O)OC(C)(C)C)CCCCO (t-Butyl (S)-2-(tert-butoxycarbonylamino)-6-hydroxyhexanoate), N1C=NC=C1 (imidazole), C1=CC=C(C=C1)P(C2=CC=CC=C2)C3=CC=CC=C3 (PPh3), II (I2). The solvent is C(Cl)Cl (CH2Cl2). Conditions: time 2 hour. The product is C(C)(C)(C)OC(=O)N[C@H](C(=O)OC(C)(C)C)CCCCI (t-Butyl (S)-2-(tert-butoxycarbonylamino)-6-iodohexanoate). Yield: 97.6%. Reaction SMILES: [C:1]([O:5][C:6]([NH:8][C@@H:9]([CH2:17][CH2:18][CH2:19][CH2:20]O)[C:10]([O:12][C:13]([CH3:16])([CH3:15])[CH3:14])=[O:11])=[O:7])([CH3:4])([CH3:3])[CH3:2].N1C=CN=C1.C1C=CC(P(C2C=CC=CC=2)C2C=CC=CC=2)=CC=1.[I:46]I>C(Cl)Cl>[C:1]([O:5][C:6]([NH:8][C@@H:9]([CH2:17][CH2:18][CH2:19][CH2:20][I:46])[C:10]([O:12][C:13]([CH3:16])([CH3:15])[CH3:14])=[O:11])=[O:7])([CH3:4])([CH3:3])[CH3:2]. Procedure details: A modified procedure described in Tetrahedron 2001, 57, 4759-4766 was followed. To a vigorously stirred solution of alcohol 25 (640 mg, 2.11 mmol), imidazole (359 mg, 5.28 mmol), and PPh3 (1.38 g, 5.28 mmol) in CH2Cl2 (20 mL) was added with I2 (1.07 g, 4.22 mmol) portionwise over 15 minutes. The resulting suspension was stirred for an additional 2 hrs and quenched with saturated Na2S2O3 (10 mL). The phases were separated and the aqueous layer was extracted with additional portions of CH2Cl2. The...